This data is from the Open Reaction Database (ORD), a public repository of structured organic reaction records. The task is: describe an organic reaction: reactants, conditions, products, and yield The reactants are ClC=1C=C(C=CC1)C1=NSC(=C1C(=O)OC)C(=O)OC (Dimethyl 3-(m-chlorophenyl)-4,5-isothiazoledicarboxylate), ClC=1C=C(C=CC1)C1=NSC=C1C(=O)O (3-(m-chlorophenyl)-4-isothiazolecarboxylic acid), [OH-].[Na+] (NaOH), Cl (HCl). Yields the product ClC=1C=C(C=CC1)C1=NSC(=C1C(=O)O)C(=O)O (3-(m-Chlorophenyl)-4,5-Isothiazoledicarboxylic Acid). As a reaction SMILES: [Cl:1][C:2]1[CH:3]=[C:4]([C:8]2[C:12]([C:13]([O:15]C)=[O:14])=[C:11]([C:17]([O:19]C)=[O:18])[S:10][N:9]=2)[CH:5]=[CH:6][CH:7]=1.[OH-].[Na+].Cl.ClC1C=C(C2C(C(O)=O)=CSN=2)C=CC=1>>[Cl:1][C:2]1[CH:3]=[C:4]([C:8]2[C:12]([C:13]([OH:15])=[O:14])=[C:11]([C:17]([OH:19])=[O:18])[S:10][N:9]=2)[CH:5]=[CH:6][CH:7]=1 |f:1.2|. Reported procedure: Dimethyl 3-(m-chlorophenyl)-4,5-isothiazoledicarboxylate (14.51 g, 0.0504 mol) was hydrolyzed as given above with NaOH (10.08 g, 0.252 mol) and then acidified with HCl. The purified yellow solid had m.p. 185°-6° with decomposition (rapid heating of the sample produced normal decomposition in this temperature range; slow heating caused a color change to red and m.p. 217.5°-218.5° with decomposition. Infrared of material heated slowly to 190° showed that it was 3-(m-chlorophenyl)-4-isothiazolecarb...